From a dataset of the Open Reaction Database (ORD), a public repository of structured organic reaction records. describe an organic reaction: reactants, conditions, products, and yield The reactants are C(C)(=O)OCC (ethyl acetate), N1=C(C=CC=C1C)C (2,6-Lutidine), P(=O)(Cl)(Cl)Cl (phosphorus oxychloride), C(=O)N[C@H]1C(N([C@@H]1CC=C)C(C(=O)OC)=C(C)C)=O (methyl 2-[(3R,4R)-3-formamido-2-oxo-4-allylazetidin-1-yl]-3-methylbut-2-enoate). Solvent: [Cl-].[Na+].O (brine), ClCCl (dichloromethane). Run at temperature 0 celsius, time 3 hour. Yields the product [N+](#[C-])[C@H]1C(N([C@@H]1CC=C)C(C(=O)OC)=C(C)C)=O (methyl 2-[(3R,4R)-3-isocyano-2-oxo-4-allylazetidin-1-yl]-3-methylbut-2-enoate). Yield: 84.7%. As a reaction SMILES: N1C(C)=CC=CC=1C.P(Cl)(Cl)(Cl)=O.[CH:14]([NH:16][C@@H:17]1[C@@H:20]([CH2:21][CH:22]=[CH2:23])[N:19]([C:24](=[C:29]([CH3:31])[CH3:30])[C:25]([O:27][CH3:28])=[O:26])[C:18]1=[O:32])=O.C(OCC)(=O)C>ClCCl.[Cl-].[Na+].O>[N+:16]([C@@H:17]1[C@@H:20]([CH2:21][CH:22]=[CH2:23])[N:19]([C:24](=[C:29]([CH3:31])[CH3:30])[C:25]([O:27][CH3:28])=[O:26])[C:18]1=[O:32])#[C-:14] |f:5.6.7|. Procedure: 2,6-Lutidine (3.82 ml) and phosphorus oxychloride (1.37 ml) were added to a solution of methyl 2-[(3R,4R)-3-formamido-2-oxo-4-allylazetidin-1-yl]-3-methylbut-2-enoate (970 mg) in dichloromethane (10 ml) at 0° C., and the mixture was stirred for three hours at 0° C. Then, the reaction mixture was poured into a mixture of ethyl acetate (100 ml) and brine (50 ml). The organic layer was washed with brine, dried over magnesium sulfate and evaporated in vacuo. The oily residue was chromategraphed on s... The reactants are BrCC(=O)O (bromoacetic acid), N1CCCC=2C1=NC(=CC2)CCCN (3-(1,2,3,4-tetrahydropyridino[2,3,b]pyridin-7-yl)propylamine), C1(CNCCC2=C1C=CC=C2)CC(=O)OC (methyl 2-(1H,2H,3H,4H,5H-benzo[d]azepin-1-yl)acetate). Yields the product N1CCCC=2C1=NC(=CC2)CCCNC(=O)CN2CC(C1=C(CC2)C=CC=C1)CC(=O)O (2-(3-{[N-(3-(1,2,3,4-tetrahydropyridino[2,3-b]pyridin-7-yl)propyl)carbamoyl]methyl}-1H,2H,4H,5H-benzo[d]azepinyl)acetic acid). As a reaction SMILES: Br[CH2:2][C:3](O)=[O:4].[NH:6]1[C:11]2=[N:12][C:13]([CH2:16][CH2:17][CH2:18][NH2:19])=[CH:14][CH:15]=[C:10]2[CH2:9][CH2:8][CH2:7]1.[CH:20]1([CH2:31][C:32]([O:34]C)=[O:33])[C:26]2[CH:27]=[CH:28][CH:29]=[CH:30][C:25]=2[CH2:24][CH2:23][NH:22][CH2:21]1>>[NH:6]1[C:11]2=[N:12][C:13]([CH2:16][CH2:17][CH2:18][NH:19][C:3]([CH2:2][N:22]3[CH2:23][CH2:24][C:25]4[CH:30]=[CH:29][CH:28]=[CH:27][C:26]=4[CH:20]([CH2:31][C:32]([OH:34])=[O:33])[CH2:21]3)=[O:4])=[CH:14][CH:15]=[C:10]2[CH2:9][CH2:8][CH2:7]1. Reported procedure: 2-(3-{[N-(3-(1,2,3,4-tetrahydropyridino[2,3-b]pyridin-7-yl)propyl)carbamoyl]methyl}-1H,2H,4H,5H-benzo[d]azepinyl)acetic acid was prepared from bromoacetic acid, 3-(1,2,3,4-tetrahydropyridino[2,3,b]pyridin-7-yl)propylamine and methyl 2-(1H,2H,3H,4H,5H-benzo[d]azepin-1-yl)acetate according to the procedure of Example 27. EI-MS m/z 437 (M+H)+; 1H NMR (400 MHz; CDCl3): 9.61 (1H, br), 8.39 (1H, br), 7.15 (5H, m), 6.31 (1H, d, J=7.25 Hz), 3.64 (2H, m), 3.34 (6H, m), 2.99 (4H, m), 2.71 (4H, m), 1.93 (5... Starting materials: CCOCC1CCC(c2ccc(C(=O)Oc3cc(F)c(C#N)c(F)c3)cc2)CC1, CCOCC1CCC(c2ccc(C(=O)O)cc2)CC1, Cc1ccccc1, O=S(Cl)Cl, c1ccncc1. Product: CCOCC1CCC(c2ccc(C(=O)Cl)cc2)CC1. As a reaction SMILES: [CH2:1]([CH3:2])[O:3][CH2:4][CH:5]1[CH2:6][CH2:7][CH:8]([c:11]2[cH:12][cH:13][c:14]([C:15](=[O:16])[O:17][c:18]3[cH:19][c:20]([F:21])[c:22]([C:23]#[N:24])[c:25]([F:26])[cH:27]3)[cH:28][cH:29]2)[CH2:9][CH2:10]1.[CH2:30]([O:31][CH2:32][CH:33]1[CH2:34][CH2:35][CH:36]([c:37]2[cH:38][cH:39][c:40]([C:41]([OH:42])=[O:43])[cH:44][cH:45]2)[CH2:46][CH2:47]1)[CH3:48].[CH3:59][c:60]1[cH:61][cH:62][cH:63][cH:64][cH:65]1.[S:49]([Cl:50])([Cl:51])=[O:52].[cH:53]1[cH:54][cH:55][n:56][cH:57][cH:58]1>>[CH2:1]([CH3:2])[O:3][CH2:4][CH:5]1[CH2:6][CH2:7][CH:8]([c:11]2[cH:12][cH:13][c:14]([C:15](=[O:16])[Cl:51])[cH:28][cH:29]2)[CH2:9][CH2:10]1. Reactants: Cc1cn(C2CC(N=[N+]=[N-])C(CO)O2)c(=O)[nH]c1=O, CCO, [H][H]. Product: Cc1cn(C2CC(N)C(CO)O2)c(=O)[nH]c1=O. As a reaction SMILES: [CH3:1][c:2]1[cH:3][n:4]([CH:5]2[CH2:6][CH:7]([N:8]=[N+:9]=[N-:10])[CH:11]([CH2:12][OH:13])[O:14]2)[c:15](=[O:16])[nH:17][c:18]1=[O:19].[CH3:22][CH2:23][OH:24].[H:20][H:21]>>[CH3:1][c:2]1[cH:3][n:4]([CH:5]2[CH2:6][CH:7]([NH2:8])[CH:11]([CH2:12][OH:13])[O:14]2)[c:15](=[O:16])[nH:17][c:18]1=[O:19]. Starting materials: C(C)OC(CN1C(=CC2=CC(=CC=C12)OC)C)=O ((5-methoxy-2-methyl-indol-1-yl)-acetic acid ethyl ester), B(Br)(Br)Br (BBr3). The solvent is C(Cl)Cl (methylene chloride). Reaction conditions: temperature -20 celsius, time 2 hour. Product: C(C)OC(CN1C(=CC2=CC(=CC=C12)O)C)=O ((5-hydroxy-2-methyl-indol-1-yl)-acetic acid ethyl ester). As a reaction SMILES: [CH2:1]([O:3][C:4](=[O:18])[CH2:5][N:6]1[C:14]2[C:9](=[CH:10][C:11]([O:15]C)=[CH:12][CH:13]=2)[CH:8]=[C:7]1[CH3:17])[CH3:2].B(Br)(Br)Br>C(Cl)Cl>[CH2:1]([O:3][C:4](=[O:18])[CH2:5][N:6]1[C:14]2[C:9](=[CH:10][C:11]([OH:15])=[CH:12][CH:13]=2)[CH:8]=[C:7]1[CH3:17])[CH3:2]. Reported procedure: To a solution of (5-methoxy-2-methyl-indol-1-yl)-acetic acid ethyl ester (0.87 g, 3.51 mmol) in methylene chloride (25 mL) is added BBr3 (1.0 mL, 10.5 mmol) at −20° C. After stirred at −20° C. for 2 hrs, the reaction mixture is poured into ice, extracted with methylene chloride, dried over sodium sulfate. Concentration yields the crude title compound, which is used for next step without further purification. Reactants: S1C(NCC1)C(=O)O (thiazolidine-2-carboxylic acid), N(=O)[O-].[Na+] (sodium nitrite). Solvent: C(C)(=O)O (acetic acid), O (water). Run at time 5 hour. Yields the product N(=O)N1C(SCC1)C(=O)O (3-nitrosothiazolidin-2-carboxylic acid). RXN SMILES: [S:1]1[CH2:5][CH2:4][NH:3][CH:2]1[C:6]([OH:8])=[O:7].[N:9]([O-])=[O:10].[Na+]>C(O)(=O)C.O>[N:9]([N:3]1[CH2:4][CH2:5][S:1][CH:2]1[C:6]([OH:8])=[O:7])=[O:10] |f:1.2|. Procedure: To a suspension of thiazolidine-2-carboxylic acid (39.9 g, 0.30 mol) in 1,000 ml of acetic acid was added a solution of 31.0 g (0.45 mol) of sodium nitrite in 500 ml of water over 13 minutes at room temperature and stirred for 5 hours. The reaction solution was concentrated under reduced pressure. Acetone (500 ml) was added to the residue and the precipitate was filtered through a pad of Celite. The pad was washed with acetone (500 ml). The filtrate was concentrated under reduced pressure to dry... Starting materials: CCOC(C)=O, CO, O=C[O-], O=S(=O)(Nc1cccc(-c2nc(C3CCOCC3)sc2-c2ccnc(Cl)n2)c1Cl)c1c(F)cccc1F, [NH4+], [OH-], [OH-], [Pd+2]. The product is O=S(=O)(Nc1cccc(-c2nc(C3CCOCC3)sc2-c2ccncn2)c1Cl)c1c(F)cccc1F. RXN SMILES: [CH3:42][CH2:43][O:44][C:45]([CH3:46])=[O:47].[CH3:48][OH:49].[CH:38]([O-:39])=[O:40].[Cl:1][c:2]1[c:3]([NH:26][S:27](=[O:28])(=[O:29])[c:30]2[c:31]([F:37])[cH:32][cH:33][cH:34][c:35]2[F:36])[cH:4][cH:5][cH:6][c:7]1-[c:8]1[n:9][c:10]([CH:20]2[CH2:21][CH2:22][O:23][CH2:24][CH2:25]2)[s:11][c:12]1-[c:13]1[n:14][c:15]([Cl:19])[n:16][cH:17][cH:18]1.[NH4+:41].[OH-:50].[OH-:52].[Pd+2:51]>>[Cl:1][c:2]1[c:3]([NH:26][S:27](=[O:28])(=[O:29])[c:30]2[c:31]([F:37])[cH:32][cH:33][cH:34][c:35]2[F:36])[cH:4][cH:5][cH:6][c:7]1-[c:8]1[n:9][c:10]([CH:20]2[CH2:21][CH2:22][O:23][CH2:24][CH2:25]2)[s:11][c:12]1-[c:13]1[n:14][cH:15][n:16][cH:17][cH:18]1. Reactants: C(C)(C)OC(=O)C1(CC1)C1=CC=C(C=C1)C1=CC=CC=C1 (1-(biphenyl-4-yl)cyclopropanecarboxylic acid isopropyl ester), [Cl-].[Al+3].[Cl-].[Cl-] (aluminum chloride), O (water), C(C)(=O)Cl (acetyl chloride). Run in C(Cl)Cl (CH2Cl2). Run at time 1.5 hour. The product is C(C)(C)OC(=O)C1(CC1)C1=CC=C(C=C1)C1=CC=C(C=C1)C(C)=O (1-(4′-Acetylbiphenyl-4-yl)cyclopropanecarboxylic acid isopropyl ester). Isolated yield 108.6%. As a reaction SMILES: [CH:1]([O:4][C:5]([C:7]1([C:10]2[CH:15]=[CH:14][C:13]([C:16]3[CH:21]=[CH:20][CH:19]=[CH:18][CH:17]=3)=[CH:12][CH:11]=2)[CH2:9][CH2:8]1)=[O:6])([CH3:3])[CH3:2].[Cl-].[Al+3].[Cl-].[Cl-].[C:26](Cl)(=[O:28])[CH3:27].O>C(Cl)Cl>[CH:1]([O:4][C:5]([C:7]1([C:10]2[CH:11]=[CH:12][C:13]([C:16]3[CH:21]=[CH:20][C:19]([C:26](=[O:28])[CH3:27])=[CH:18][CH:17]=3)=[CH:14][CH:15]=2)[CH2:9][CH2:8]1)=[O:6])([CH3:3])[CH3:2] |f:1.2.3.4|. Procedure: To 1-(biphenyl-4-yl)cyclopropanecarboxylic acid isopropyl ester (10.2 g, 36 mmol) in CH2Cl2 (100 mL) was added aluminum chloride (10.2 g, 76.5 mmol) followed by acetyl chloride (5.97 g, 76.5 mmol). The solution was stirred at room temperature for 1.5 hours then slowly poured into water. The organic layer was separated and extracted 1 time with sodium potassium tartrate solution (20 g in 250 mL water). The organic layer was dried and evaporated to yield 12.6 g of the title compound.